Dataset: the Open Reaction Database (ORD), a public repository of structured organic reaction records. Task: describe an organic reaction: reactants, conditions, products, and yield Reactants: C1CCOC1, [Li]CCCC, Cc1cc2ccccc2cc1CC#N, CI. Product: Cc1cc2ccccc2cc1C(C)C#N. Reaction SMILES: [CH2:22]1[O:23][CH2:24][CH2:25][CH2:26]1.[CH3:15][CH2:16][CH2:17][CH2:18][Li:19].[CH3:1][c:2]1[c:3]([CH2:12][C:13]#[N:14])[cH:4][c:5]2[cH:6][cH:7][cH:8][cH:9][c:10]2[cH:11]1.[CH3:20][I:21]>>[CH3:1][c:2]1[c:3]([CH:12]([C:13]#[N:14])[CH3:15])[cH:4][c:5]2[cH:6][cH:7][cH:8][cH:9][c:10]2[cH:11]1. Conditions: time 8 hour. Product: CC(CN(C=O)C)(C=O)C (N-(2,2-Dimethyl-3-oxopropyl)-N-methylformamide). Reaction SMILES: [CH3:1][NH:2][CH:3]=[O:4].[CH2:5]=O.[CH:7](=[O:11])[CH:8]([CH3:10])[CH3:9].Cl.[OH-].[Na+]>>[CH3:9][C:8]([CH3:10])([CH:7]=[O:11])[CH2:1][N:2]([CH3:5])[CH:3]=[O:4] |f:4.5|. Reactants: CNC=O (N-methylformamide), C=O (formaldehyde), C(C(C)C)=O (isobutyraldehyde), Cl (hydrochloric acid), [OH-].[Na+] (NaOH). Procedure: In a round-bottom flask with a mounted reflux condenser and under nitrogen atmosphere, 59.7 g (1.00 mol) of N-methylformamide, 84.3 g (1.00 mol) of 36% aqueous formaldehyde, and 78.6 g (1.10 mol) of isobutyraldehyde were introduced while being stirred vigorously, mixed with 18.2 g of concentrated hydrochloric acid (slight exothermicity). After that, the mixture was heated to boiling in an oil bath (100° C.) and was kept boiling overnight. The clear, yellow reaction mixture was cooled to room tem... Starting materials: C(C1=CC=CC=C1)N1CCC(CC1)C(CCC1=CC=CC=C1)=O (1-(1-benzylpiperidin-4-yl)-3-phenyl-1-propanone), C(=O)OC (methyl formate), O([K])C(C)(C)C (KO-t-Bu). Run in C1CCOC1 (THF), C1CCOC1 (THF). Product: C(C1=CC=CC=C1)N1CCC(CC1)C(C(CC1=CC=CC=C1)C=O)=O (1-(1-Benzylpiperidin-4-yl)-2-formyl-3-phenyl-1-propanone). The yield is 130.8%. RXN SMILES: [O:1]([C:3](C)(C)C)[K].[CH2:7]([N:14]1[CH2:19][CH2:18][CH:17]([C:20](=[O:29])[CH2:21][CH2:22][C:23]2[CH:28]=[CH:27][CH:26]=[CH:25][CH:24]=2)[CH2:16][CH2:15]1)[C:8]1[CH:13]=[CH:12][CH:11]=[CH:10][CH:9]=1.C(OC)=O>C1COCC1>[CH2:7]([N:14]1[CH2:19][CH2:18][CH:17]([C:20](=[O:29])[CH:21]([CH:3]=[O:1])[CH2:22][C:23]2[CH:24]=[CH:25][CH:26]=[CH:27][CH:28]=2)[CH2:16][CH2:15]1)[C:8]1[CH:9]=[CH:10][CH:11]=[CH:12][CH:13]=1. Procedure details: Into a 100 mL 3-neck round-bottom flask was weighed 0.336 g KO-t-Bu and 4 mL anhydrous THF was added. The mixture was cooled with an ice bath under nitrogen, and to it was added a solution of 0.29 g 1-(1-benzylpiperidin-4-yl)-3-phenyl-1-propanone from the last step and 1.80 g methyl formate in 12 mL THF over 5 minute with stirring. After stirring for an additional 15 min, the cooling bath was removed, and the yellowish cloudy mixture was stirred for 2 hours. The mixture was then poured into wate... Reactants: equimolar mixture, [NH2-].[Na+] (sodium amide), O1CCCC1 (tetrahydrofuran), N (ammonia), ClC1=CC=CC2=C1C(N1[C@H](C=3N2C=NC3C=O)CCC1)=O ((S)-8-chloro-11,12,13,13a-tetrahydro-9-oxo-9H-imidazo[1,5-a]pyrrolo[2,1-c][1,4]benzodiazepine-1-carboxaldehyde). The reagents and catalysts are [Br-].C[P+](C1=CC=CC=C1)(C1=CC=CC=C1)C1=CC=CC=C1 (methyltriphenylphosphonium bromide). Run at time 1 hour. Product: ClC1=CC=CC2=C1C(N1[C@H](C=3N2C=NC3C=C)CCC1)=O ((S)-8-chloro-11,12,13,13a-tetrahydro-1-vinyl-9H-imidazo[1,5-a]pyrrolo[2,1-c][1,4]benzodiazepin-9-one). Reaction SMILES: [NH2-].[Na+].[Cl:3][C:4]1[C:9]2[C:10](=[O:23])[N:11]3[CH2:22][CH2:21][CH2:20][C@H:12]3[C:13]3[N:14]([CH:15]=[N:16][C:17]=3[CH:18]=O)[C:8]=2[CH:7]=[CH:6][CH:5]=1.N.O1CCC[CH2:26]1>[Br-].C[P+](C1C=CC=CC=1)(C1C=CC=CC=1)C1C=CC=CC=1>[Cl:3][C:4]1[C:9]2[C:10](=[O:23])[N:11]3[CH2:22][CH2:21][CH2:20][C@H:12]3[C:13]3[N:14]([CH:15]=[N:16][C:17]=3[CH:18]=[CH2:26])[C:8]=2[CH:7]=[CH:6][CH:5]=1 |f:0.1,5.6|. Procedure details: 20.8 g of an equimolar mixture of methyltriphenylphosphonium bromide and sodium amide were stirred for 20 minutes in 80 ml of tetrahydrofuran. 15.08 g (50 mmol) of (S)-8-chloro-11,12,13,13a-tetrahydro-9-oxo-9H-imidazo[1,5-a]pyrrolo[2,1-c][1,4]benzodiazepine-1-carboxaldehyde was then added portionwise thereto, whereby the temperature rose to 43° with the evolution of ammonia. The mixture was stirred at room temperature for 1 hour, filtered and the filtrate was evaporated. After chromatography of ... The reactants are [BH4-], CO, [Na+], CCNCC(O)c1ccc2c(c1)C(=O)c1ccccc1CO2. Yields the product CCNCC(O)c1ccc2c(c1)C(O)c1ccccc1CO2. As a reaction SMILES: [BH4-:23].[CH3:25][OH:26].[Na+:24].[O:1]=[C:2]1[c:3]2[c:4]([cH:13][cH:14][c:15]([CH:17]([CH2:18][NH:19][CH2:20][CH3:21])[OH:22])[cH:16]2)[O:5][CH2:6][c:7]2[c:8]1[cH:9][cH:10][cH:11][cH:12]2>>[OH:1][CH:2]1[c:3]2[c:4]([cH:13][cH:14][c:15]([CH:17]([CH2:18][NH:19][CH2:20][CH3:21])[OH:22])[cH:16]2)[O:5][CH2:6][c:7]2[c:8]1[cH:9][cH:10][cH:11][cH:12]2. Reactants: C(=O)[C@H]1CN(C[C@@H]1C1=CC=CC=C1)CC(=O)OCC1=CC=CC=C1 (2-(3-(R)-Formyl-4-(S)-phenylpyrrolidin-1-yl)acetic acid, benzyl ester), OC1(CCNCC1)CCCC1=CC=CC=C1 (4-hydroxy-4-(3-phenylpropyl)-piperidine), Cl (HCl). Yields the product OC1(CCN(CC1)C[C@H]1CN(C[C@@H]1C1=CC=CC=C1)CC(=O)OCC1=CC=CC=C1)CCCC1=CC=CC=C1 (2-(3-(S)-((4-Hydroxy-4-(3-phenylpropyl)piperidin-1-yl)methyl)-4-(S)-phenylpyrrolidin-1-yl)acetic acid, benzyl ester). The yield is 69.7%. Reaction SMILES: [CH:1]([C@@H:3]1[C@@H:7]([C:8]2[CH:13]=[CH:12][CH:11]=[CH:10][CH:9]=2)[CH2:6][N:5]([CH2:14][C:15]([O:17][CH2:18][C:19]2[CH:24]=[CH:23][CH:22]=[CH:21][CH:20]=2)=[O:16])[CH2:4]1)=O.[OH:25][C:26]1([CH2:32][CH2:33][CH2:34][C:35]2[CH:40]=[CH:39][CH:38]=[CH:37][CH:36]=2)[CH2:31][CH2:30][NH:29][CH2:28][CH2:27]1.Cl>>[OH:25][C:26]1([CH2:32][CH2:33][CH2:34][C:35]2[CH:36]=[CH:37][CH:38]=[CH:39][CH:40]=2)[CH2:31][CH2:30][N:29]([CH2:1][C@@H:3]2[C@@H:7]([C:8]3[CH:13]=[CH:12][CH:11]=[CH:10][CH:9]=3)[CH2:6][N:5]([CH2:14][C:15]([O:17][CH2:18][C:19]3[CH:24]=[CH:23][CH:22]=[CH:21][CH:20]=3)=[O:16])[CH2:4]2)[CH2:28][CH2:27]1. Reported procedure: The title compound was prepared from 30 mg (0.094 mmol) of 2-(3-(R)-formyl-4-(S)-phenylpyrrolidin-1-yl)acetic acid, benzyl ester (from EXAMPLE 8, Step C) and 28 mg (0.10 mmol) of 4-hydroxy-4-(3-phenylpropyl)-piperidine.HCl using a procedure analogous to that described in EXAMPLE 1, Step J to provide 34.5 mg (70%) of the title compound: RF: 0.26 (19:1 v/v CH2Cl2/MeOH); 1H NMR (300 MHz) δ 1.24-1.69 (m, 8H), 2.16-3.14 (m, 14H), 3.43 (ABq, J=16.8, 2H), 5.16 (ABq, J=12.2, 2H), 7.15-7.37 (m, 15H).